This data is from the Open Reaction Database (ORD), a public repository of structured organic reaction records. The task is: describe an organic reaction: reactants, conditions, products, and yield Starting materials: C1(=CC=CC2=CC=CC=C12)C1=CC=CC2=CC=CC=C12 (1,1′-binaphthalene), C1(=CC=CC=C1)PC1=CC=CC=C1 (diphenyl-Phosphine), tris[μ-[(1,2-η:4,5-η)-(1E,4E)-1,5-diphenyl -1,4-pentadien-3-one]]dipalladium, 2-L, BrC=1C=CC(=C2C=CC=NC12)F (8-bromo-5-fluoroquinoline), O1CCOC12CCNCC2 (1,4-Dioxa-8-azaspiro[4.5]decane). The solvent is C1(=CC=CC=C1)C (toluene), C1(=CC=CC=C1)C (toluene). Run at temperature 55 celsius, time 1 hour. The product is FC1=C2C=CC=NC2=C(C=C1)N1CCC(CC1)=O (1-(5-fluoroquinolin-8-yl)piperidin-4-one). The yield is 70.0%. RXN SMILES: Br[C:2]1[CH:3]=[CH:4][C:5]([F:12])=[C:6]2[C:11]=1[N:10]=[CH:9][CH:8]=[CH:7]2.O1[C:17]2([CH2:22][CH2:21][NH:20][CH2:19][CH2:18]2)[O:16]CC1.C1(C2C3C(=CC=CC=3)C=CC=2)C2C(=CC=CC=2)C=CC=1.C1(PC2C=CC=CC=2)C=CC=CC=1>C1(C)C=CC=CC=1>[F:12][C:5]1[CH:4]=[CH:3][C:2]([N:20]2[CH2:21][CH2:22][C:17](=[O:16])[CH2:18][CH2:19]2)=[C:11]2[C:6]=1[CH:7]=[CH:8][CH:9]=[N:10]2. Procedure: To a 5-L jacketed cylindrical reactor equipped with an impeller-style agitator, condenser, thermocouple, and vacuum/nitrogen inlet was charged 2-L, 15% toluene solution of 8-bromo-5-fluoroquinoline, 209 g of 1,4-Dioxa-8-azaspiro[4.5]decane. Meanwhile in a 500-mL Erlenmeyer flask, a suspension of 16.5 g (26.5 mmol)±-[1,1′-binaphthalene]-2,2′-diylbis[diphenyl-Phosphine, and 6.08 g (6.64 mmol) tris[μ-[(1,2-η:4,5-η)-(1E,4E)-1,5-diphenyl -1,4-pentadien-3-one]]dipalladium in 260 g of toluene was prepa... Reactants: CCCCOc1c(CN(C(=O)[O-])C(C)(C)C)n(CC(C)C)c(=O)c2ccc(-n3ccnn3)cc12, CCOC(C)=O, Cl. Product: Cl, CCCCOc1c(CN)n(CC(C)C)c(=O)c2ccc(-n3ccnn3)cc12. Reaction SMILES: [C:1]([N:5]([C:2](=[O:3])[O-:4])[CH2:9][c:10]1[n:11]([CH2:31][CH:32]([CH3:33])[CH3:34])[c:12](=[O:30])[c:13]2[cH:14][cH:15][c:16](-[n:25]3[n:26][n:27][cH:28][cH:29]3)[cH:17][c:18]2[c:19]1[O:20][CH2:21][CH2:22][CH2:23][CH3:24])([CH3:6])([CH3:7])[CH3:8].[CH3:36][CH2:37][O:38][C:39](=[O:40])[CH3:41].[ClH:35]>>[ClH:35].[NH2:5][CH2:9][c:10]1[n:11]([CH2:31][CH:32]([CH3:33])[CH3:34])[c:12](=[O:30])[c:13]2[cH:14][cH:15][c:16](-[n:25]3[n:26][n:27][cH:28][cH:29]3)[cH:17][c:18]2[c:19]1[O:20][CH2:21][CH2:22][CH2:23][CH3:24].